Dataset: the Open Reaction Database (ORD), a public repository of structured organic reaction records. Task: describe an organic reaction: reactants, conditions, products, and yield Starting materials: O=C([O-])O, C, CCCCS(=O)(=O)NC(=O)c1ccc(NC(C)=O)c([N+](=O)[O-])c1, CO, [K+], O, [Pd]. The product is CCCCS(=O)(=O)NC(=O)c1ccc(NC(C)=O)c(N)c1. RXN SMILES: [C:26](=[O:27])([OH:28])[O-:29].[C:31].[CH2:1]([CH2:2][CH2:3][CH3:4])[S:5](=[O:6])(=[O:7])[NH:8][C:9]([c:10]1[cH:11][c:12]([N+:20]([O-:21])=[O:22])[c:13]([NH:16][C:17]([CH3:18])=[O:19])[cH:14][cH:15]1)=[O:23].[CH3:24][OH:25].[K+:30].[OH2:33].[Pd:32]>>[CH2:1]([CH2:2][CH2:3][CH3:4])[S:5](=[O:6])(=[O:7])[NH:8][C:9]([c:10]1[cH:11][c:12]([NH2:20])[c:13]([NH:16][C:17]([CH3:18])=[O:19])[cH:14][cH:15]1)=[O:23].